Dataset: the Open Reaction Database (ORD), a public repository of structured organic reaction records. Task: describe an organic reaction: reactants, conditions, products, and yield Product: C(C)OC(=O)C1(CCC1)C(C(=O)OCC)C(C)O (Ethyl 1-ethoxycarbonyl-β-hydroxy-β-methylcyclobutylpropanoate). Procedure details: Ethyl 1-acetylcyclobutanecarboxylate (13.79 g, 81 mmol) was dissolved in tetrahydrofuran (50 ml), and the solution was mixed with zinc powder (10.59 g) and a catalytic amount of iodine. While heating under reflux, a tetrahydrofuran solution (100 ml) of ethyl bromoacetate (13.48 ml, 121 mmol) was added dropwise thereto. The reaction solution was heated under reflux for an additional 1 hour, cooled and then mixed with 1 N hydrochloric acid (100 ml). After evaporating the solvent, the resulting res... Starting materials: Cl (hydrochloric acid), C(C)(=O)C1(CCC1)C(=O)OCC (Ethyl 1-acetylcyclobutanecarboxylate), O1CCCC1 (tetrahydrofuran), II (iodine), BrCC(=O)OCC (ethyl bromoacetate), O1CCCC1 (tetrahydrofuran). RXN SMILES: [C:1]([C:4]1([C:8]([O:10][CH2:11][CH3:12])=[O:9])CCC1)(=[O:3])[CH3:2].II.Br[CH2:16][C:17]([O:19][CH2:20][CH3:21])=[O:18].Cl.O1C[CH2:26][CH2:25][CH2:24]1>[Zn]>[CH2:20]([O:19][C:17]([C:16]1([CH:4]([CH:1]([OH:3])[CH3:2])[C:8]([O:10][CH2:11][CH3:12])=[O:9])[CH2:26][CH2:25][CH2:24]1)=[O:18])[CH3:21]. The reagents and catalysts are [Zn] (zinc). The reactants are N1C=C(C2=CC=CC=C12)C#N (1H-indole-3-carbonitrile), C(C)OC(C1=CC(=CC=C1)I)=O (3-iodobenzoic acid ethyl ester), C([O-])([O-])=O.[Cs+].[Cs+] (cesium carbonate), CN(CC(=O)O)C (N,N-dimethyl glycine). Reagents/catalysts: [Cu](I)I (copper iodide). Solvent: C(C)(=O)OCC (ethyl acetate), CS(=O)C (dimethyl sulfoxide). Run at temperature 75 celsius, time 3 day. Yields the product C(C)OC(C1=CC(=CC=C1)N1C=C(C2=CC=CC=C12)C#N)=O (3-(3-Cyanoindol-1-yl)benzoic acid ethyl ester). The yield is 66.5%. RXN SMILES: [NH:1]1[C:9]2[C:4](=[CH:5][CH:6]=[CH:7][CH:8]=2)[C:3]([C:10]#[N:11])=[CH:2]1.[CH2:12]([O:14][C:15](=[O:23])[C:16]1[CH:21]=[CH:20][CH:19]=[C:18](I)[CH:17]=1)[CH3:13].C(=O)([O-])[O-].[Cs+].[Cs+].CN(C)CC(O)=O>CS(C)=O.[Cu](I)I.C(OCC)(=O)C>[CH2:12]([O:14][C:15](=[O:23])[C:16]1[CH:21]=[CH:20][CH:19]=[C:18]([N:1]2[C:9]3[C:4](=[CH:5][CH:6]=[CH:7][CH:8]=3)[C:3]([C:10]#[N:11])=[CH:2]2)[CH:17]=1)[CH3:13] |f:2.3.4|. Reported procedure: To a solution of 1H-indole-3-carbonitrile (0.28 g) in dimethyl sulfoxide (3 mL) were added 3-iodobenzoic acid ethyl ester (0.61 g), cesium carbonate (0.65 g), copper iodide (0.038 g) and N,N-dimethyl glycine (0.041 g), this mixture was stirred at 75° C. for 3 days. To this reaction mixture was added ethyl acetate, the insoluble material was removed by filtration and this filtrate was concentrated under reduced pressure. To this residue was added water, the precipitated solid was collected by fil... Starting materials: C(C)N(CCCS(=O)(=N)C1=CC=C(C=C1)[N+](=O)[O-])CC (S-(3-diethylaminopropyl)-S-(4-nitrophenyl)sulfoximine), C=O (formaldehyde), C(=O)O (formic acid), [OH-].[Na+] (sodium hydroxide). Run in O (Water). Yields the product CN=S(=O)(C1=CC=C(C=C1)[N+](=O)[O-])CCCN(CC)CC (N-methyl-S-(3-diethylaminopropyl)-S-(4-nitrophenyl)sulfoximine). As a reaction SMILES: [CH2:1]([N:3]([CH2:19][CH3:20])[CH2:4][CH2:5][CH2:6][S:7]([C:10]1[CH:15]=[CH:14][C:13]([N+:16]([O-:18])=[O:17])=[CH:12][CH:11]=1)(=[NH:9])=[O:8])[CH3:2].C=O.[CH:23](O)=O.[OH-].[Na+]>O>[CH3:23][N:9]=[S:7]([CH2:6][CH2:5][CH2:4][N:3]([CH2:1][CH3:2])[CH2:19][CH3:20])([C:10]1[CH:15]=[CH:14][C:13]([N+:16]([O-:18])=[O:17])=[CH:12][CH:11]=1)=[O:8] |f:3.4|. Procedure details: A mixture of S-(3-diethylaminopropyl)-S-(4-nitrophenyl)sulfoximine (0.03 mole), 17 ml of 37% formaldehyde, and 22.6 ml of 98% formic acid is heated at reflux temperature for 48 hr. Water is added to the reaction mixture which is then made slightly basic by addition of 50% sodium hydroxide solution. The mixture is extracted with chloroform and the extract is dried and concentrated to obtain the title compound. The reactants are C(C)(C)(C)SSCC(C(=O)NC1CCN(CC1)P(=O)(Cl)Cl)NC(OCC(C)C)=O (Isobutyl 3-(Tert-Butyldisulfanyl)-1-(1-(Dichlorophosphoryl)Piperidin-4-ylamino)-1-Oxopropan-2-ylcarbamate), OC[C@H]1O[C@H](CN(C1)C(C1=CC=CC=C1)(C1=CC=CC=C1)C1=CC=CC=C1)N1C(NC(C(=C1)C)=O)=O (1-((2R,6S)-6-(hydroxymethyl)-4-tritylmorpholin-2-yl)-5-methylpyrimidine-2,4(1H,3H)-dione), N1=C(C=CC=C1C)C (lutidine). Reagents/catalysts: CN(C)C=1C=CN=CC1 (DMAP). The solvent is C(Cl)Cl (DCM). Reaction conditions: time 18 hour. Product: C(C)(C)(C)SSCC(C(=O)NC1CCN(CC1)P(=O)(OC[C@@H]1CN(C[C@@H](O1)N1C(NC(C(=C1)C)=O)=O)C(C1=CC=CC=C1)(C1=CC=CC=C1)C1=CC=CC=C1)Cl)NC(OCC(C)C)=O (Isobutyl 3-(Tert-Butyldisulfanyl)-1-(1-(Chloro(((2S,6R)-6-(5-Methyl-2,4-Dioxo-3,4-Dihydropyrimidin-1(2H)-yl)-4-Tritylmorpholin-2-yl)Methoxy)Phosphoryl)Piperidin-4-ylamino)-1-Oxopropan-2-ylcarbamate). As a reaction SMILES: [OH:1][CH2:2][C@@H:3]1[CH2:8][N:7]([C:9]([C:22]2[CH:27]=[CH:26][CH:25]=[CH:24][CH:23]=2)([C:16]2[CH:21]=[CH:20][CH:19]=[CH:18][CH:17]=2)[C:10]2[CH:15]=[CH:14][CH:13]=[CH:12][CH:11]=2)[CH2:6][C@H:5]([N:28]2[CH:33]=[C:32]([CH3:34])[C:31](=[O:35])[NH:30][C:29]2=[O:36])[O:4]1.N1C(C)=CC=CC=1C.[C:45]([S:49][S:50][CH2:51][CH:52]([NH:66][C:67](=[O:73])[O:68][CH2:69][CH:70]([CH3:72])[CH3:71])[C:53]([NH:55][CH:56]1[CH2:61][CH2:60][N:59]([P:62](Cl)([Cl:64])=[O:63])[CH2:58][CH2:57]1)=[O:54])([CH3:48])([CH3:47])[CH3:46]>C(Cl)Cl.CN(C1C=CN=CC=1)C>[C:45]([S:49][S:50][CH2:51][CH:52]([NH:66][C:67](=[O:73])[O:68][CH2:69][CH:70]([CH3:71])[CH3:72])[C:53]([NH:55][CH:56]1[CH2:57][CH2:58][N:59]([P:62]([Cl:64])([O:1][CH2:2][C@H:3]2[O:4][C@@H:5]([N:28]3[CH:33]=[C:32]([CH3:34])[C:31](=[O:35])[NH:30][C:29]3=[O:36])[CH2:6][N:7]([C:9]([C:10]3[CH:15]=[CH:14][CH:13]=[CH:12][CH:11]=3)([C:16]3[CH:21]=[CH:20][CH:19]=[CH:18][CH:17]=3)[C:22]3[CH:23]=[CH:24][CH:25]=[CH:26][CH:27]=3)[CH2:8]2)=[O:63])[CH2:60][CH2:61]1)=[O:54])([CH3:48])([CH3:47])[CH3:46]. Procedure details: To 1-((2R,6S)-6-(hydroxymethyl)-4-tritylmorpholin-2-yl)-5-methylpyrimidine-2,4(1H,3H)-dione (moT(Tr)) (5.576 g, 10.98 mmol) in DCM (100 ml) at 0° C., was added lutidine (1.92 ml, 16.47 mmol) and DMAP (669 mg, 5.5 mmol), followed by the addition of the compound from Example 62 (6.13 g, 12.08 mmol). The reaction was left stirring at RT for 18 h. The title compound was obtained after ISCO purification (50% EtAc/Hexane). Starting materials: C(C)O (ethanol), CN (methylamine), ClC=1C2=C(N=CN1)N(N=N2)CC2=C(C=CC=C2)F (7-chloro-3-(2-fluorobenzyl)-3H-1,2,3-triazolo[4,5-d]pyrimidine). The solvent is C1(=CC=CC=C1)C (toluene). Reaction conditions: time 15 hour. Product: FC1=C(CN2N=NC3=C2N=CN=C3NC)C=CC=C1 (3-(2-fluorobenzyl)-7-(N-methylamino)-3H-1,2,3-triazolo[4,5-d]pyrimidine). Reaction SMILES: Cl[C:2]1[C:3]2[N:10]=[N:9][N:8]([CH2:11][C:12]3[CH:17]=[CH:16][CH:15]=[CH:14][C:13]=3[F:18])[C:4]=2[N:5]=[CH:6][N:7]=1.C(O)C.[CH3:22][NH2:23]>C1(C)C=CC=CC=1>[F:18][C:13]1[CH:14]=[CH:15][CH:16]=[CH:17][C:12]=1[CH2:11][N:8]1[C:4]2[N:5]=[CH:6][N:7]=[C:2]([NH:23][CH3:22])[C:3]=2[N:10]=[N:9]1. Reported procedure: A solution of 9.22 g (35 mmol) of crude 7-chloro-3-(2-fluorobenzyl)-3H-1,2,3-triazolo[4,5-d]pyrimidine in 150 ml of toluene is added dropwise, while stirring, to a mixture of 750 ml of ethanol and 200 ml of 40% aqueous methylamine solution. The whole is left to stand for 15 hours at room temperature and then the solvent is distilled off under reduced pressure. 500 ml of water are added to the residue. The precipitated product is filtered off with suction and recrystallised from methanol. In this...